From a dataset of the Open Reaction Database (ORD), a public repository of structured organic reaction records. describe an organic reaction: reactants, conditions, products, and yield Starting materials: CC=1C(=C(C(=O)O)C=CC1)[N+](=O)[O-] (3-Methyl-2-nitrobenzoic acid), C(C(=O)Cl)(=O)Cl (Oxalyl chloride). Reagents/catalysts: CN(C)C=O (DMF). The solvent is C(Cl)Cl (CH2Cl2). Conditions: temperature 0 celsius, time 30 minute. Product: CC=1C(=C(C(=O)Cl)C=CC1)[N+](=O)[O-] (3-methyl-2-nitro-benzoylchloride). Yield: 99.3%. RXN SMILES: [CH3:1][C:2]1[C:3]([N+:11]([O-:13])=[O:12])=[C:4]([CH:8]=[CH:9][CH:10]=1)[C:5](O)=[O:6].C(Cl)(=O)C([Cl:17])=O>C(Cl)Cl.CN(C=O)C>[CH3:1][C:2]1[C:3]([N+:11]([O-:13])=[O:12])=[C:4]([CH:8]=[CH:9][CH:10]=1)[C:5]([Cl:17])=[O:6]. Procedure details: 3-Methyl-2-nitrobenzoic acid 67 (30.0 g, 166 mmol, 1.0 equiv.) was suspended in CH2Cl2 (150 ml) and the suspension was cooled to 0° C. using an ice bath. Oxalyl chloride (2.0 M in CH2Cl2, 166 ml, 332 mmol, 2.0 equiv.) was added to the stirred reaction mixture through a pressure equalizing dropping funnel over 30 min. DMF (10 drops) was added dropwise. The reaction mixture was allowed to warm up to room temperature. After 30 min., the reaction was concentrated to dryness on a rotary evaporator. T... Starting materials: CCO, O=[N+]([O-])c1cnc(C2CC2)c(-c2ccccc2)c1, O, Cl[Sn]Cl. The product is Nc1cnc(C2CC2)c(-c2ccccc2)c1. As a reaction SMILES: [CH3:23][CH2:24][OH:25].[CH:1]1([c:4]2[n:5][cH:6][c:7]([N+:16]([O-:17])=[O:18])[cH:8][c:9]2-[c:10]2[cH:11][cH:12][cH:13][cH:14][cH:15]2)[CH2:2][CH2:3]1.[OH2:22].[Sn:19]([Cl:20])[Cl:21]>>[CH:1]1([c:4]2[n:5][cH:6][c:7]([NH2:16])[cH:8][c:9]2-[c:10]2[cH:11][cH:12][cH:13][cH:14][cH:15]2)[CH2:2][CH2:3]1. Starting materials: C1(CCCCC1)C[C@@H](COCCCC)O ((S)-3-Cyclohexyl-1-butoxy-2-propanol), [H-].[Na+] (NaH), oil, ICC1=CC(=C(C(=O)OC)C=C1)C1=C(C=CC=C1)C (4-Iodomethyl-2-(2-methylphenyl)benzoic acid, methyl ester), O (water). Solvent: CN(C)C=O (DMF). Reaction conditions: temperature 0 celsius, time 15 minute. Product: C1(CCCCC1)CC(COCCCC)OCC1=CC(=C(C(=O)OC)C=C1)C1=C(C=CC=C1)C (4-(3-Cyclohexyl-1-butoxyprop-2-yloxymethyl)-2-(2-methylphenyl)benzoic acid, methyl ester). Isolated yield 62.0%. RXN SMILES: [CH:1]1([CH2:7][C@H:8]([OH:15])[CH2:9][O:10][CH2:11][CH2:12][CH2:13][CH3:14])[CH2:6][CH2:5][CH2:4][CH2:3][CH2:2]1.[H-].[Na+].I[CH2:19][C:20]1[CH:29]=[CH:28][C:23]([C:24]([O:26][CH3:27])=[O:25])=[C:22]([C:30]2[CH:35]=[CH:34][CH:33]=[CH:32][C:31]=2[CH3:36])[CH:21]=1.O>CN(C=O)C>[CH:1]1([CH2:7][CH:8]([O:15][CH2:19][C:20]2[CH:29]=[CH:28][C:23]([C:24]([O:26][CH3:27])=[O:25])=[C:22]([C:30]3[CH:35]=[CH:34][CH:33]=[CH:32][C:31]=3[CH3:36])[CH:21]=2)[CH2:9][O:10][CH2:11][CH2:12][CH2:13][CH3:14])[CH2:6][CH2:5][CH2:4][CH2:3][CH2:2]1 |f:1.2|. Reported procedure: To a solution of (S)-3-cyclohexyl-1-butoxy-2-propanol (example 1308D, 1.0 g) in DMF (15 mL) was added NaH (0.184 g of a 60% oil dispersion). After 15 min, the reaction was chilled to 0° C., and 4-iodomethyl-2-(2-methylphenyl)benzoic acid, methyl ester (example 1308E, 1.54 g) was added. After 45 min, the reaction was poured into water (150 mL), and extracted with EtOAc (2×75 mL). The organic extracts were washed with brine (20 mL), dried (MgSO4), filtered and concentrated. The residue was purifie... Reactants: CC(=O)c1cccc(C(=CC(C)C)c2cc3cccnc3[nH]2)c1, CO, C1CCOC1. The product is CC(=O)c1cccc(C(CC(C)C)c2cc3cccnc3[nH]2)c1. RXN SMILES: [CH3:1][CH:2]([CH:3]=[C:4]([c:5]1[cH:6][c:7]2[c:8]([n:9][cH:10][cH:11][cH:12]2)[nH:13]1)[c:14]1[cH:15][c:16]([C:20]([CH3:21])=[O:22])[cH:17][cH:18][cH:19]1)[CH3:23].[CH3:24][OH:25].[O:26]1[CH2:27][CH2:28][CH2:29][CH2:30]1>>[CH3:1][CH:2]([CH2:3][CH:4]([c:5]1[cH:6][c:7]2[c:8]([n:9][cH:10][cH:11][cH:12]2)[nH:13]1)[c:14]1[cH:15][c:16]([C:20]([CH3:21])=[O:22])[cH:17][cH:18][cH:19]1)[CH3:23]. Reactants: FC(C(F)F)(OC1=CC=C(C=C1)N1C(NC=C1)=O)F (1-[4-(1,1,2,2-Tetrafluoroethoxy)phenyl]-2(1H,3H)-imidazolone), [H-].[Na+] (sodium hydride), FC1=C(C=CC=C1)C([C@H](C)OS(=O)(=O)C(F)(F)F)=O ((2S)-2'-fluoro-2-trifluoromethanesulfonyloxypropiophenone). Solvent: C(C)(=O)O (acetic acid), C(C)(=O)OCC (ethyl acetate), C(C)(C)OC(C)C (diisopropyl ether), CN1C(CCC1)=O (1-methyl-2-pyrrolidone), O1CCCC1 (tetrahydrofuran). Product: FC1=C(C=CC=C1)C([C@@H](C)N1C(N(C=C1)C1=CC=C(C=C1)OC(C(F)F)(F)F)=O)=O (1-[(1R)-2-(2-fluorophenyl)-2-oxo-1-methylethyl]-3-[4-(1,1,2,2-tetrafluoroethoxy)phenyl]-2(1H,3H)-imidazolone). Isolated yield 34.1%. Reaction SMILES: [F:1][C:2]([F:19])([O:6][C:7]1[CH:12]=[CH:11][C:10]([N:13]2[CH:17]=[CH:16][NH:15][C:14]2=[O:18])=[CH:9][CH:8]=1)[CH:3]([F:5])[F:4].[H-].[Na+].[F:22][C:23]1[CH:28]=[CH:27][CH:26]=[CH:25][C:24]=1[C:29](=[O:40])[C@@H:30](OS(C(F)(F)F)(=O)=O)[CH3:31]>CN1CCCC1=O.O1CCCC1.C(O)(=O)C.C(OCC)(=O)C.C(OC(C)C)(C)C>[F:22][C:23]1[CH:28]=[CH:27][CH:26]=[CH:25][C:24]=1[C:29](=[O:40])[C@H:30]([N:15]1[CH:16]=[CH:17][N:13]([C:10]2[CH:11]=[CH:12][C:7]([O:6][C:2]([F:1])([F:19])[CH:3]([F:4])[F:5])=[CH:8][CH:9]=2)[C:14]1=[O:18])[CH3:31] |f:1.2|. Reported procedure: 1-[4-(1,1,2,2-Tetrafluoroethoxy)phenyl]-2(1H,3H)-imidazolone (9.7 g) was dissolved in 60 ml of 1-methyl-2-pyrrolidone, to which 1.08 g of 72% sodium hydride in oil was added. The mixture was stirred at room temperature for an hour. The reaction solution was ice-cooled and added dropwise under nitrogen atmosphere over the period of 25 minutes to a solution of 11.6 g of (2S)-2'-fluoro-2-trifluoromethanesulfonyloxypropiophenone in 100 ml of tetrahydrofuran which was cooled to -40° C. After the reac... The reactants are Compound 11, CC1=CC=C(CBr)C=C1 (4-methylbenzyl bromide), COP(OC)OC (trimethylphosphite). Product: CC1=CC=C(CP(OC)(OC)=O)C=C1 (4-Methylbenzylphosphonic acid, dimethyl ester). RXN SMILES: [CH3:1][C:2]1[CH:9]=[CH:8][C:5]([CH2:6]Br)=[CH:4][CH:3]=1.[CH3:10][O:11][P:12]([O:15]C)[O:13][CH3:14]>>[CH3:1][C:2]1[CH:9]=[CH:8][C:5]([CH2:6][P:12](=[O:15])([O:13][CH3:14])[O:11][CH3:10])=[CH:4][CH:3]=1. Reported procedure: Following the procedure of Compound 11, 4-methylbenzyl bromide is reacted with trimethylphosphite. Reactants: NC=1C(=NC(=CN1)[C@@H]1C[C@@H]([C@H](CC1)O)F)C1=CC(=C(C(=O)N[C@H](CN(S(=O)(=O)C2=C(C=CC=C2)[N+](=O)[O-])C)C2=CC(=CC(=C2)F)Br)C=C1)F (4-(3-amino-6-((1S,3S,4S)-3-fluoro-4-hydroxycyclohexyl)pyrazin-2-yl)-N—((S)-1-(3-bromo-5-fluorophenyl)-2-(N-methyl-2-nitrophenylsulfonamido)ethyl)-2-fluorobenzamide), C(=O)([O-])[O-].[K+].[K+] (K2CO3), SC1=CC=C(C(=O)O)C=C1 (4-mercaptobenzoic acid), O (water). Solvent: CN(C)C=O (DMF). Run at temperature 45 celsius. The product is NC=1C(=NC(=CN1)[C@@H]1C[C@@H]([C@H](CC1)O)F)C1=CC(=C(C(=O)N[C@H](CNC)C2=CC(=CC(=C2)F)Br)C=C1)F (4-(3-amino-6-((1S,3S,4S)-3-fluoro-4-hydroxycyclohexyl)pyrazin-2-yl)-N—((S)-1-(3-bromo-5-fluorophenyl)-2-(methylamino)ethyl)-2-fluorobenzamide). Isolated yield 68.2%. As a reaction SMILES: [NH2:1][C:2]1[C:3]([C:16]2[CH:48]=[CH:47][C:19]([C:20]([NH:22][C@@H:23]([C:39]3[CH:44]=[C:43]([F:45])[CH:42]=[C:41]([Br:46])[CH:40]=3)[CH2:24][N:25]([CH3:38])S(C3C=CC=CC=3[N+]([O-])=O)(=O)=O)=[O:21])=[C:18]([F:49])[CH:17]=2)=[N:4][C:5]([C@H:8]2[CH2:13][CH2:12][C@H:11]([OH:14])[C@@H:10]([F:15])[CH2:9]2)=[CH:6][N:7]=1.C([O-])([O-])=O.[K+].[K+].SC1C=CC(C(O)=O)=CC=1.O>CN(C=O)C>[NH2:1][C:2]1[C:3]([C:16]2[CH:48]=[CH:47][C:19]([C:20]([NH:22][C@@H:23]([C:39]3[CH:44]=[C:43]([F:45])[CH:42]=[C:41]([Br:46])[CH:40]=3)[CH2:24][NH:25][CH3:38])=[O:21])=[C:18]([F:49])[CH:17]=2)=[N:4][C:5]([C@H:8]2[CH2:13][CH2:12][C@H:11]([OH:14])[C@@H:10]([F:15])[CH2:9]2)=[CH:6][N:7]=1 |f:1.2.3|. Procedure: To a solution of 4-(3-amino-6-((1S,3S,4S)-3-fluoro-4-hydroxycyclohexyl)pyrazin-2-yl)-N—((S)-1-(3-bromo-5-fluorophenyl)-2-(N-methyl-2-nitrophenylsulfonamido)ethyl)-2-fluorobenzamide (293 mg, 0.38 mmol) in DMF (3.8 mL) was added K2CO3 (371 mg, 2.69 mmol) and 4-mercaptobenzoic acid (207 mg, 1.34 mmol). The reaction mixture was heated in microwave synthesizer at 45° C. for 55 min. After the reaction, water was added, and the mixture was extracted with EtOAc three times. The organic layers were combi...